From a dataset of the Open Reaction Database (ORD), a public repository of structured organic reaction records. describe an organic reaction: reactants, conditions, products, and yield Reactants: C(C)OC(COC1=C(C=C(C=C1)OC(C)C=1C(=NC(=NC1)C1=CC=C(C=C1)C(F)(F)F)C1CC1)C)=O ([rac]-(4-{1-[4-cyclopropyl-2-(4-trifluoromethyl-phenyl)-pyrimidin-5-yl]-ethoxy}-2-methyl-phenoxy)-acetic acid ethyl ester), [Li+].[OH-] (LiOH). Solvent: C1CCOC1 (THF), CCOCC (ether). The product is C1(CC1)C1=NC(=NC=C1C(C)OC1=CC(=C(OCC(=O)O)C=C1)C)C1=CC=C(C=C1)C(F)(F)F ([rac]-(4-{1-[4-cyclopropyl-2-(4-trifluoromethyl-phenyl)-pyrimidin-5-yl]-ethoxy}-2-methyl-phenoxy)-acetic acid). Yield: 86.2%. Reaction SMILES: C([O:3][C:4](=[O:36])[CH2:5][O:6][C:7]1[CH:12]=[CH:11][C:10]([O:13][CH:14]([C:16]2[C:17]([CH:32]3[CH2:34][CH2:33]3)=[N:18][C:19]([C:22]3[CH:27]=[CH:26][C:25]([C:28]([F:31])([F:30])[F:29])=[CH:24][CH:23]=3)=[N:20][CH:21]=2)[CH3:15])=[CH:9][C:8]=1[CH3:35])C.[Li+].[OH-]>C1COCC1.CCOCC>[CH:32]1([C:17]2[C:16]([CH:14]([O:13][C:10]3[CH:11]=[CH:12][C:7]([O:6][CH2:5][C:4]([OH:36])=[O:3])=[C:8]([CH3:35])[CH:9]=3)[CH3:15])=[CH:21][N:20]=[C:19]([C:22]3[CH:23]=[CH:24][C:25]([C:28]([F:30])([F:31])[F:29])=[CH:26][CH:27]=3)[N:18]=2)[CH2:33][CH2:34]1 |f:1.2|. Procedure: 154 mg (0.307 mmol) of [rac]-(4-{1-[4-cyclopropyl-2-(4-trifluoromethyl-phenyl)-pyrimidin-5-yl]-ethoxy}-2-methyl-phenoxy)-acetic acid ethyl ester and 0.62 ml 1N LiOH in 1.6 ml THF were stirred for 2 h at RT. The reaction mixture was taken up in ether and washed with 1N HCl and water. The crude product was suspended in AcOEt/heptane 1:19 and the resulting crystals were filtered off to give 125 mg of pure [rac]-(4-{1-[4-cyclopropyl-2-(4-trifluoromethyl-phenyl)-pyrimidin-5-yl]-ethoxy}-2-methyl-pheno... Starting materials: BrC(C(=O)OC)C1=CC=C(C=C1)OCC(C)OC1=CC=C(C=C1)C(F)(F)F (methyl bromo{p-[2(α,α,α-trifluoro-p-tolyloxy)propoxy]phenyl}acetate), FC(C1=CC(=CC=C1)O)(F)F (α,α,α-trifluoro-m-cresol). Solvent: O1CCCC1 (tetrahydrofuran). Yields the product FC(C1=CC(=CC=C1)OC(C(=O)OC)C1=CC=C(C=C1)OCC(C)OC1=CC=C(C=C1)C(F)(F)F)(F)F (Methyl (α,α,α-Trifluoro-m-tolyloxy){p-[2-(α,α,α-trifluoro-p-tolyloxy)propoxy)phenyl}acetate). RXN SMILES: Br[CH:2]([C:7]1[CH:12]=[CH:11][C:10]([O:13][CH2:14][CH:15]([O:17][C:18]2[CH:23]=[CH:22][C:21]([C:24]([F:27])([F:26])[F:25])=[CH:20][CH:19]=2)[CH3:16])=[CH:9][CH:8]=1)[C:3]([O:5][CH3:6])=[O:4].[F:28][C:29]([F:38])([F:37])[C:30]1[CH:35]=[CH:34][CH:33]=[C:32]([OH:36])[CH:31]=1>O1CCCC1>[F:28][C:29]([F:37])([F:38])[C:30]1[CH:35]=[CH:34][CH:33]=[C:32]([O:36][CH:2]([C:7]2[CH:12]=[CH:11][C:10]([O:13][CH2:14][CH:15]([O:17][C:18]3[CH:23]=[CH:22][C:21]([C:24]([F:27])([F:26])[F:25])=[CH:20][CH:19]=3)[CH3:16])=[CH:9][CH:8]=2)[C:3]([O:5][CH3:6])=[O:4])[CH:31]=1. Procedure details: As described in Example 71, methyl bromo{p-[2(α,α,α-trifluoro-p-tolyloxy)propoxy]phenyl}acetate (0.017 mole) is reacted with 2.75 g of α,α,α-trifluoro-m-cresol in 75 ml of tetrahydrofuran at 80° C. for 18 hrs to give the product as a viscous oil. Starting materials: COC1=CC=C(C=C1)NC1CCN(CC1)C(=O)OC(C)(C)C (4-(p-Anisidino)-1-(tert-butoxycarbonyl)piperidine), ClCC1=CC(=NC=C1)C1=CC=C(C=C1)Cl (4-chloromethyl-2-(4-chlorophenyl)pyridine). Yields the product C(C)(C)(C)OC(=O)N1CCC(CC1)N(C1=CC=C(C=C1)OC)CC1=CC(=NC=C1)C1=CC=C(C=C1)Cl (1-(tert-Butoxycarbonyl)-4-[N-[[2-(4-chlorophenyl)pyridin-4-yl]methyl]-N-(4-methoxyphenyl)amino]piperidine). Reaction SMILES: [CH3:1][O:2][C:3]1[CH:8]=[CH:7][C:6]([NH:9][CH:10]2[CH2:15][CH2:14][N:13]([C:16]([O:18][C:19]([CH3:22])([CH3:21])[CH3:20])=[O:17])[CH2:12][CH2:11]2)=[CH:5][CH:4]=1.Cl[CH2:24][C:25]1[CH:30]=[CH:29][N:28]=[C:27]([C:31]2[CH:36]=[CH:35][C:34]([Cl:37])=[CH:33][CH:32]=2)[CH:26]=1>>[C:19]([O:18][C:16]([N:13]1[CH2:14][CH2:15][CH:10]([N:9]([CH2:24][C:25]2[CH:30]=[CH:29][N:28]=[C:27]([C:31]3[CH:36]=[CH:35][C:34]([Cl:37])=[CH:33][CH:32]=3)[CH:26]=2)[C:6]2[CH:5]=[CH:4][C:3]([O:2][CH3:1])=[CH:8][CH:7]=2)[CH2:11][CH2:12]1)=[O:17])([CH3:22])([CH3:21])[CH3:20]. Procedure: 4-(p-Anisidino)-1-(tert-butoxycarbonyl)piperidine (306 mg) and 4-chloromethyl-2-(4-chlorophenyl)pyridine (238 mg) were condensed in the same manner as described in Example 9 to give the title compound. Reactants: COCOc1c(CO)cccc1OC, CCOCC, CCN(C(C)C)C(C)C, O=S(Cl)Cl. The product is COCOc1c(CCl)cccc1OC. As a reaction SMILES: [CH3:1][O:2][CH2:3][O:4][c:5]1[c:6]([CH2:7][OH:8])[cH:9][cH:10][cH:11][c:12]1[O:13][CH3:14].[CH3:28][CH2:29][O:30][CH2:31][CH3:32].[CH:15]([N:16]([CH2:17][CH3:18])[CH:19]([CH3:20])[CH3:21])([CH3:22])[CH3:23].[S:24]([Cl:25])([Cl:26])=[O:27]>>[CH3:1][O:2][CH2:3][O:4][c:5]1[c:6]([CH2:7][Cl:26])[cH:9][cH:10][cH:11][c:12]1[O:13][CH3:14]. Reactants: C=C1CC(NC(=O)OC(C)(C)C)(C(=O)OC(C)(C)C)C2C1C2C(=O)OC(C)(C)C, CC(=O)[O-], CC(=O)[O-], CCOCCOCCO, CCOCC, CCO, CN(N=O)C(=N)N[N+](=O)[O-], [K+], C=[N+]=[N-], [OH-], O, [Pd+2]. Product: CC(C)(C)OC(=O)NC1(C(=O)OC(C)(C)C)CC2(CC2)C2C(C(=O)OC(C)(C)C)C21. As a reaction SMILES: [C:16]([CH3:17])([CH3:18])([CH3:19])[O:20][C:21](=[O:22])[NH:23][C:24]1([C:38](=[O:39])[O:40][C:41]([CH3:42])([CH3:43])[CH3:44])[CH:25]2[CH:26]([C:31](=[O:32])[O:33][C:34]([CH3:35])([CH3:36])[CH3:37])[CH:27]2[C:28](=[CH2:30])[CH2:29]1.[C:60]([O-:61])(=[O:62])[CH3:63].[C:65]([O-:66])(=[O:67])[CH3:68].[CH2:51]([O:52][CH2:53][CH2:54][O:55][CH2:56][CH2:57][OH:58])[CH3:59].[CH3:45][CH2:46][O:47][CH2:48][CH3:49].[CH3:69][CH2:70][OH:71].[CH3:6][N:7]([N:8]=[O:9])[C:10]([NH:11][N+:12]([O-:13])=[O:14])=[NH:15].[K+:5].[N+:1](=[N-:2])=[CH2:3].[OH-:4].[OH2:50].[Pd+2:64]>>[CH2:3]1[C:28]2([CH:27]3[CH:25]([C:24]([NH:23][C:21]([O:20][C:16]([CH3:17])([CH3:18])[CH3:19])=[O:22])([C:38](=[O:39])[O:40][C:41]([CH3:42])([CH3:43])[CH3:44])[CH2:29]2)[CH:26]3[C:31](=[O:32])[O:33][C:34]([CH3:35])([CH3:36])[CH3:37])[CH2:30]1. Starting materials: CS(=O)(=O)O (methanesulfonic acid), COC1=CC=C(C=C1)[C@H]1[C@H](C(=O)N)O1 ((2R,3S)-3-(4-methoxyphenyl)-2,3-epoxypropionamide), C=1(C(=CC=CC1)C)C (xylene), NC1=C(C=CC=C1)S (2-aminothiophenol), ferrous sulfate heptahydrate. The solvent is CO (methanol). Yields the product O[C@@H]1[C@@H](SC2=C(NC1=O)C=CC=C2)C2=CC=C(C=C2)OC ((2S,3S)-2,3-dihydro-3-hydroxy-2-(4-methoxyphenyl)-1,5-benzothiazepin-4(5H)-one). Yield: 71.0%. As a reaction SMILES: [CH3:1][O:2][C:3]1[CH:8]=[CH:7][C:6]([C@@H:9]2[O:14][C@H:10]2[C:11]([NH2:13])=[O:12])=[CH:5][CH:4]=1.C1(C)C(C)=CC=CC=1.N[C:24]1[CH:29]=[CH:28][CH:27]=[CH:26][C:25]=1[SH:30].CS(O)(=O)=O>CO>[OH:14][C@H:10]1[C:11](=[O:12])[NH:13][C:24]2[CH:29]=[CH:28][CH:27]=[CH:26][C:25]=2[S:30][C@H:9]1[C:6]1[CH:7]=[CH:8][C:3]([O:2][CH3:1])=[CH:4][CH:5]=1. Procedure details: A mixture of (2R,3S)-3-(4-methoxyphenyl)-2,3-epoxypropionamide (966 mg) and xylene (10 ml) is refluxed with heating under nitrogen atmosphere. When the reflux is started, a mixture of 2-aminothiophenol (689 mg) and ferrous sulfate heptahydrate (0.11 mg) in methanol (0.1 ml) is added immediately into the reaction system, and the mixture is reacted at the same temperature for 5 minutes. To the reaction mixture is added methanesulfonic acid (48 mg), and the mixture is refluxed for 13 hours. The mix... Reactants: CC1NOCCC2=C1C=CC=C2 (1-methyl-1,2,4,5-tetrahydro-3,2-benzoxazepine), C(CCC)Br (butyl bromide), C([O-])([O-])=O.[Na+].[Na+] (sodium carbonate). The solvent is C(C)OCC (diethyl ether). Reaction conditions: temperature 120 celsius, time 4 hour. Product: C(CCC)N1C(C2=C(CCO1)C=CC=C2)C (2-Butyl-1-methyl-1,2,4,5-tetrahydro-3,2-benzoxazepine). RXN SMILES: [CH3:1][CH:2]1[C:8]2[CH:9]=[CH:10][CH:11]=[CH:12][C:7]=2[CH2:6][CH2:5][O:4][NH:3]1.[CH2:13](Br)[CH2:14][CH2:15][CH3:16].C(=O)([O-])[O-].[Na+].[Na+]>C(OCC)C>[CH2:13]([N:3]1[O:4][CH2:5][CH2:6][C:7]2[CH:12]=[CH:11][CH:10]=[CH:9][C:8]=2[CH:2]1[CH3:1])[CH2:14][CH2:15][CH3:16] |f:2.3.4|. Procedure details: A mixture of 3.27 g. (0.02 mole) of 1-methyl-1,2,4,5-tetrahydro-3,2-benzoxazepine, 5.5 g. (0.04 mole) of butyl bromide and 3.18 g. (0.03 mole) of sodium carbonate was heated under stirring for 3 hours at 90° C. and for an additional four hours at 120° C. After cooling the reaction mixture was taken up with diethyl ether, and the inorganic residue filtered off. The filtrate was then evaporated in vacuo and the residue rectified by collecting the fraction boiling at 90° C./0.1 mm Hg. Yield 2.3 g. ... Reported procedure: A suspension of 1.23 g 3-aminopropylphosphonous acid in 25 ml of hexamethyldisilazane is heated to reflux under an inert gas for 20 hours. After this time a clear solution results and the reaction mixture is cooled to room temperature under inert gas and 50 ml of anhydrous acetone is added and an exothermic reaction results. The reaction mixture is allowed to cool to room temperature and the volatile components removed invacuo to afford a clear oil. This oil is dissolved in 50 ml of a 2.0M hydro... The product is NCCCP(O)(=O)C(C)(C)O (3-aminopropyl(2-hydroxyprop-2 -yl)phosphinic acid). Reaction SMILES: [NH2:1][CH2:2][CH2:3][CH2:4][P:5]([OH:7])[OH:6].[CH3:8][C:9]([CH3:11])=[O:10].C1OC1C>C[Si](C)(C)N[Si](C)(C)C.Cl.O.C(O)C>[NH2:1][CH2:2][CH2:3][CH2:4][P:5]([C:9]([OH:10])([CH3:11])[CH3:8])(=[O:7])[OH:6]. Reactants: C1C(C)O1 (propylene oxide), NCCCP(O)O (3-aminopropylphosphonous acid), yielding3-aminopropyl(2-hydroxyprop-2-y)phosphinic acid hydrochloride, CC(=O)C (acetone). The solvent is O (water), C[Si](N[Si](C)(C)C)(C)C (hexamethyldisilazane), C(C)O (ethanol), C(C)O (ethanol), Cl (hydrochloric acid), O (water). The reactants are COC(CC1C(N(CC1)CCC1=CC=CC=C1)=O)=O ((2-oxo-1-phenethyl-pyrrolidin-3-yl)-acetic acid methyl ester), C(C)(=O)O (acetic acid), methanolic suspension, NO[K] (NH2OK). Solvent: CO (methanol), CO.C(Cl)(Cl)Cl (methanol chloroform). Run at temperature 0 celsius, time 4 hour. Yields the product C(C1=CC=CC=C1)N1C(C(CC1)CC(=O)NO)=O (2-(1-benzyl-2-oxo-pyrrolidin-3-yl)-N-hydroxy-acetamide). Isolated yield 8.0%. Reaction SMILES: CO[C:3](=[O:19])[CH2:4][CH:5]1[CH2:9][CH2:8][N:7]([CH2:10][CH2:11][C:12]2[CH:17]=[CH:16][CH:15]=[CH:14]C=2)[C:6]1=[O:18].[NH2:20][O:21][K].C(O)(=O)C>CO.CO.C(Cl)(Cl)Cl>[CH2:10]([N:7]1[CH2:8][CH2:9][CH:5]([CH2:4][C:3]([NH:20][OH:21])=[O:19])[C:6]1=[O:18])[C:11]1[CH:12]=[CH:17][CH:16]=[CH:15][CH:14]=1 |f:4.5|. Reported procedure: 12 mg of (2-oxo-1-phenethyl-pyrrolidin-3-yl)-acetic acid methyl ester (25r) prepared by the above Step 1 was dissolved in methanol solution (0.04 mM) and then 1.7 M methanolic suspension solution containing NH2OK (0.07 ml, 0.12 mM) was added thereto at 0° C. and the resulting mixture was stirred for 4 hrs at room temperature. The resulting mixture was neutralized with 0.02 ml of acetic acid, diluted with 10% methanol/chloroform solution, filtered and concentrated in vacuo. The resulting compound...